From a dataset of the Open Reaction Database (ORD), a public repository of structured organic reaction records. describe an organic reaction: reactants, conditions, products, and yield The reactants are BrC1=CN=C(S1)CNC=O (5-bromo-2-formylaminomethylthiazole), P(=O)(Cl)(Cl)Cl (phosphorus oxychloride), Cl (hydrochloric acid). The solvent is C1(=CC=CC=C1)C (Toluene), C1(=CC=CC=C1)C (toluene). Conditions: temperature 90 celsius. Yields the product BrC1=CN2C(S1)=CN=C2 (2-bromimidazo[5,1-b]thiazole). Isolated yield 60.3%. Reaction SMILES: [Br:1][C:2]1[S:6][C:5]([CH2:7][NH:8][CH:9]=O)=[N:4][CH:3]=1.P(Cl)(Cl)(Cl)=O.Cl>C1(C)C=CC=CC=1>[Br:1][C:2]1[S:6][C:5]2=[CH:7][N:8]=[CH:9][N:4]2[CH:3]=1. Procedure details: Toluene (1.0 L) was added to 104 g of 5-bromo-2-formylaminomethylthiazole, and the mixture was heated to 90° C. and was stirred. A solution of 65.8 g of phosphorus oxychloride in 100 ml of toluene was added to the reaction mixture, and the mixture was stirred at that temperature for 1.5 hr. After standing to cool, 2 L of a 0.5 N aqueous hydrochloric acid solution was added, and the aqueous layer was separated. The aqueous layer was adjusted to pH 6.2 by the addition of a 5 N aqueous sodium hydro... Starting materials: Cc1ccccc1, CC12CCC(C(=O)Nc3ccc(Cl)cc3C(O)(C#CC3CC3)C(F)(F)F)(OC1=O)C2(C)C, [Na+], [OH-]. The product is Nc1ccc(Cl)cc1C(O)(C#CC1CC1)C(F)(F)F. Reaction SMILES: [CH3:35][c:36]1[cH:37][cH:38][cH:39][cH:40][cH:41]1.[Cl:1][c:2]1[cH:3][c:4]([C:22]([C:23]([F:24])([F:25])[F:26])([C:27]#[C:28][CH:29]2[CH2:30][CH2:31]2)[OH:32])[c:5]([NH:8][C:9]([C:10]23[C:11]([CH3:12])([CH3:13])[C:14]([CH3:15])([CH2:16][CH2:17]2)[C:18](=[O:19])[O:20]3)=[O:21])[cH:6][cH:7]1.[Na+:34].[OH-:33]>>[Cl:1][c:2]1[cH:3][c:4]([C:22]([C:23]([F:24])([F:25])[F:26])([C:27]#[C:28][CH:29]2[CH2:30][CH2:31]2)[OH:32])[c:5]([NH2:8])[cH:6][cH:7]1.